This data is from the Open Reaction Database (ORD), a public repository of structured organic reaction records. The task is: describe an organic reaction: reactants, conditions, products, and yield Reactants: CN1CCCN(C)C1=O, CN1CCCN(C)C1=O, COC(=O)Cc1ccc(OCc2ccccc2)cc1, CC(C)[N-]C(C)C, ICC1CCCC1, [Li+], C1CCOC1. Product: COC(=O)C(CC1CCCC1)c1ccc(OCc2ccccc2)cc1. Reaction SMILES: [CH3:35][N:36]1[CH2:37][CH2:38][CH2:39][N:40]([CH3:41])[C:42]1=[O:43].[CH3:49][N:50]1[CH2:51][CH2:52][CH2:53][N:54]([CH3:55])[C:56]1=[O:57].[CH3:9][O:10][C:11]([CH2:12][c:13]1[cH:14][cH:15][c:16]([O:19][CH2:20][c:21]2[cH:22][cH:23][cH:24][cH:25][cH:26]2)[cH:17][cH:18]1)=[O:27].[CH:1]([N-:2][CH:3]([CH3:4])[CH3:5])([CH3:6])[CH3:7].[I:28][CH2:29][CH:30]1[CH2:31][CH2:32][CH2:33][CH2:34]1.[Li+:8].[O:44]1[CH2:45][CH2:46][CH2:47][CH2:48]1>>[CH3:9][O:10][C:11]([CH:12]([c:13]1[cH:14][cH:15][c:16]([O:19][CH2:20][c:21]2[cH:22][cH:23][cH:24][cH:25][cH:26]2)[cH:17][cH:18]1)[CH2:29][CH:30]1[CH2:31][CH2:32][CH2:33][CH2:34]1)=[O:27].